From a dataset of the Open Reaction Database (ORD), a public repository of structured organic reaction records. describe an organic reaction: reactants, conditions, products, and yield Starting materials: ClC1=CC(=C(C=C1)O)CC=C (4-chloro-2-(prop-2-en-1-yl)phenol), C1=CC(=CC(=C1)Cl)C(=O)OO (mCPBA), C([O-])([O-])=O.[K+].[K+] (Potassium carbonate). The solvent is C(Cl)(Cl)Cl (chloroform). Reaction conditions: temperature 50 celsius, time 1 hour. Yields the product ClC=1C=CC2=C(CC(O2)CO)C1 ((5-chloro-2,3-dihydro-1-benzofuran-2-yl)methanol). Reaction SMILES: [Cl:1][C:2]1[CH:7]=[CH:6][C:5]([OH:8])=[C:4]([CH2:9][CH:10]=[CH2:11])[CH:3]=1.C1C=C(Cl)C=C(C(OO)=[O:20])C=1.C(=O)([O-])[O-].[K+].[K+]>C(Cl)(Cl)Cl>[Cl:1][C:2]1[CH:7]=[CH:6][C:5]2[O:8][CH:10]([CH2:11][OH:20])[CH2:9][C:4]=2[CH:3]=1 |f:2.3.4|. Reported procedure: To a solution of 4-chloro-2-(prop-2-en-1-yl)phenol (17 g, crude, nominally 101 mmol) in chloroform (100 ml) was added mCPBA (17.4 g, 101 mmol, 1 eq) with stirring for 1 hour at 50° C. in an oil bath. Then the reaction mixture was concentrated under vacuum and re-dissolved in MeOH (100 ml). Potassium carbonate (27.6 g, 200 mmol, 2 eq) was added and the mixture was stirred for 5 hours at 50° C. The solids were filtered off and the filtrate was concentrated under vacuum. The crude material was puri... Product: OCCN(C(C1=CC(=C(C(=C1)C(C)(C)C)O)C(C)(C)C)=O)CCOC(C1=CC(=C(C(=C1)C(C)(C)C)O)C(C)(C)C)=O (N-hydroxyethyl-N-(3',5'-di-t-butyl-4'-hydroxybenzoyloxyethyl)-3,5-di-t-butyl-4-hydroxybenzamide). Starting materials: N(CCO)CCO (diethanolamine), C(C)(C)(C)C=1C=C(C(=O)Cl)C=C(C1O)C(C)(C)C (3,5-di-t-butyl-4-hydroxybenzoyl chloride). Procedure details: To a cold (5° C.) solution of 3 moles of diethanolamine in tetrahydrofuran was added dropwise a solution of 3,5-di-t-butyl-4-hydroxybenzoyl chloride in benzene. The reaction mixture was stirred for about 1 hour, washed with water, separating the benzene layer from the aqueous layer. The benzene solution was evaporated to yieldan oil, which, after crystallization with aqueous ethanol, yielded a white solid. Small amounts of by-product compounds of Examples 1 and 3 were removed by fractional cryst... Run in O1CCCC1 (tetrahydrofuran), C1=CC=CC=C1 (benzene). As a reaction SMILES: [NH:1]([CH2:5][CH2:6][OH:7])[CH2:2][CH2:3][OH:4].[C:8]([C:12]1[CH:13]=[C:14]([CH:18]=[C:19]([C:22]([CH3:25])([CH3:24])[CH3:23])[C:20]=1[OH:21])[C:15](Cl)=[O:16])([CH3:11])([CH3:10])[CH3:9]>O1CCCC1.C1C=CC=CC=1>[OH:4][CH2:3][CH2:2][N:1]([CH2:5][CH2:6][O:7][C:15](=[O:16])[C:14]1[CH:18]=[C:19]([C:22]([CH3:23])([CH3:24])[CH3:25])[C:20]([OH:21])=[C:12]([C:8]([CH3:11])([CH3:10])[CH3:9])[CH:13]=1)[C:15](=[O:16])[C:14]1[CH:13]=[C:12]([C:8]([CH3:11])([CH3:10])[CH3:9])[C:20]([OH:21])=[C:19]([C:22]([CH3:25])([CH3:24])[CH3:23])[CH:18]=1. Run at time 1 hour. Reactants: S(=O)(Cl)Cl (thionyl chloride), C[O-].[Na+] (Sodium methoxide), C1(=CC=C(C=C1)CO)C1=CC=CC=C1 (4-biphenylmethanol), OC1=CC=C(C=C1)CC(=O)OC (Methyl 4-hydroxyphenylacetate). Run in CN(C)C=O (DMF), O (Water). Run at temperature 30 celsius, time 1 hour. Product: C1(=CC=C(C=C1)COC1=CC=C(C=C1)CC(=O)OC)C1=CC=CC=C1 (Methyl 4-(4-biphenylylmethoxy)phenylacetate). Yield: 77.5%. Reaction SMILES: [C:1]1([C:9]2[CH:14]=[CH:13][CH:12]=[CH:11][CH:10]=2)[CH:6]=[CH:5][C:4]([CH2:7][OH:8])=[CH:3][CH:2]=1.S(Cl)(Cl)=O.O[C:20]1[CH:25]=[CH:24][C:23]([CH2:26][C:27]([O:29][CH3:30])=[O:28])=[CH:22][CH:21]=1.C[O-].[Na+]>CN(C=O)C.O>[C:1]1([C:9]2[CH:10]=[CH:11][CH:12]=[CH:13][CH:14]=2)[CH:2]=[CH:3][C:4]([CH2:7][O:8][C:20]2[CH:25]=[CH:24][C:23]([CH2:26][C:27]([O:29][CH3:30])=[O:28])=[CH:22][CH:21]=2)=[CH:5][CH:6]=1 |f:3.4|. Reported procedure: A solution of 4-biphenylmethanol (800 g) in DMF (2.4 l) as cooled to 0° C and thionyl chloride (380 ml) was added to the solution for 40 min. The temperature of the reaction mixture was raised to 30±2° C. and stirring was continued for additional one hr. Methyl 4-hydroxyphenylacetate (722 g) was added and stirring was continued for 20 min at this temperature. 28% Sodium methoxide (2.93 kg) was added to the solution for 70 min and stirring was continued for 6 hr while the temperature of the react... Reactants: C1OC=2C=C(C=CC2O1)Br (3,4-Methylenedioxy-bromobenzene), [N+](=O)(O)[O-] (nitric acid), C(C)(=O)O (acetic acid). Solvent: ice. Conditions: temperature 10 celsius, time 1 hour. The product is C1OC=2C(=C(C=CC2O1)[N+](=O)[O-])Br (3,4-Methylenedioxy-2-bromonitrobenzene). Isolated yield 90.0%. As a reaction SMILES: C1O[C:8]2[CH:7]=[CH:6][C:5]([Br:10])=[CH:4][C:3]=2O1.[N+:11]([O-:14])(O)=[O:12].[C:15]([OH:18])(=[O:17])C>>[CH2:15]1[O:18][C:3]2[CH:8]=[CH:7][C:6]([N+:11]([O-:14])=[O:12])=[C:5]([Br:10])[C:4]=2[O:17]1. Procedure: 3,4-Methylenedioxy-bromobenzene (5 g, 23 mmol) was slowly added to a stirred solution of 35ml concentrated nitric acid and 105 ml glacial acetic acid maintained at 10° C. The reaction mixture was stirred at 15° C. for 1 h and then diluted with 200 ml ice cold water. The resulting mixture was extracted twice with 200 ml portions of ether. The combined organic phase was dried and evaporated in vacuo to give the crude product. The crude product was recrystallized from ethanol to give bright yellow ... Starting materials: Cc1c(Br)cc(C(=O)Nc2ccccc2)cc1N1CCN(C(=O)OC(C)(C)C)CC1, CO, Cl, C1COCCO1. Yields the product Cc1c(Br)cc(C(=O)Nc2ccccc2)cc1N1CCNCC1, Cl. RXN SMILES: [Br:1][c:2]1[c:3]([CH3:30])[c:4]([N:17]2[CH2:18][CH2:19][N:20]([C:23]([O:24][C:25]([CH3:26])([CH3:27])[CH3:28])=[O:29])[CH2:21][CH2:22]2)[cH:5][c:6]([C:8](=[O:9])[NH:10][c:11]2[cH:12][cH:13][cH:14][cH:15][cH:16]2)[cH:7]1.[CH3:32][OH:33].[ClH:31].[O:34]1[CH2:35][CH2:36][O:37][CH2:38][CH2:39]1>>[Br:1][c:2]1[c:3]([CH3:30])[c:4]([N:17]2[CH2:18][CH2:19][NH:20][CH2:21][CH2:22]2)[cH:5][c:6]([C:8](=[O:9])[NH:10][c:11]2[cH:12][cH:13][cH:14][cH:15][cH:16]2)[cH:7]1.[ClH:31].